Dataset: the Open Reaction Database (ORD), a public repository of structured organic reaction records. Task: describe an organic reaction: reactants, conditions, products, and yield The reactants are FCC(=O)[O-].[Na+] (sodium fluoroacetate), C(C(=O)Cl)(=O)Cl (oxalyl chloride), [Si](C)(C)(C(C)(C)C)OC=1C=CC(=C(C1)NCC1=CC(=C(C=C1)OCCN1CCCCC1)F)C1CC2=CC=C(C=C2CC1)O[Si](C)(C)C(C)(C)C ({5-(tert-butyldimethylsilyloxy)-2-[6-(tert-butyldimethylsilyloxy)-1,2,3,4-tetrahydronaphthalen-2-yl]phenyl}[3-fluoro-4-(2-piperidin-1-yl-ethoxy)benzyl]amine), [OH-].[Na+] (sodium hydroxide). The reagents and catalysts are CN(C=O)C (N,N-dimethylformamide). Run in ClCCl (dichloromethane), ClCCl (dichloromethane). Run at time 20 minute. Product: [Si](C)(C)(C(C)(C)C)OC=1C=CC(=C(C1)N(CC1=CC(=C(C=C1)OCCN1CCCCC1)F)CCF)C1CC2=CC=C(C=C2CC1)O[Si](C)(C)C(C)(C)C ({5-(tert-Butyldimethylsilyloxy)-2-[6-(tert-butyldimethylsilyloxy)-1,2,3,4-tetrahydronaphthalen-2-yl]phenyl}(2-fluoroethyl)[3-fluoro-4-(2-piperidin-1-ylethoxy)benzyl]amine). The yield is 62.7%. RXN SMILES: [F:1][CH2:2][C:3]([O-])=O.[Na+].C(Cl)(=O)C(Cl)=O.[OH-].[Na+].[Si:15]([O:22][C:23]1[CH:24]=[CH:25][C:26]([CH:47]2[CH2:56][CH2:55][C:54]3[C:49](=[CH:50][CH:51]=[C:52]([O:57][Si:58]([C:61]([CH3:64])([CH3:63])[CH3:62])([CH3:60])[CH3:59])[CH:53]=3)[CH2:48]2)=[C:27]([NH:29][CH2:30][C:31]2[CH:36]=[CH:35][C:34]([O:37][CH2:38][CH2:39][N:40]3[CH2:45][CH2:44][CH2:43][CH2:42][CH2:41]3)=[C:33]([F:46])[CH:32]=2)[CH:28]=1)([C:18]([CH3:21])([CH3:20])[CH3:19])([CH3:17])[CH3:16]>ClCCl.CN(C)C=O>[Si:15]([O:22][C:23]1[CH:24]=[CH:25][C:26]([CH:47]2[CH2:56][CH2:55][C:54]3[C:49](=[CH:50][CH:51]=[C:52]([O:57][Si:58]([C:61]([CH3:64])([CH3:63])[CH3:62])([CH3:59])[CH3:60])[CH:53]=3)[CH2:48]2)=[C:27]([N:29]([CH2:3][CH2:2][F:1])[CH2:30][C:31]2[CH:36]=[CH:35][C:34]([O:37][CH2:38][CH2:39][N:40]3[CH2:45][CH2:44][CH2:43][CH2:42][CH2:41]3)=[C:33]([F:46])[CH:32]=2)[CH:28]=1)([C:18]([CH3:21])([CH3:20])[CH3:19])([CH3:17])[CH3:16] |f:0.1,3.4|. Procedure details: To a solution of sodium fluoroacetate (420 mg) in dichloromethane (20 ml) were added dropwise N,N-dimethylformamide (1 drop) and oxalyl chloride (0.48 ml) on an ice bath, the solution was stirred for 20 minutes at room temperature, an aqueous solution of 1N sodium hydroxide was added thereto, the solution was stirred for 1 minute at room temperature, then a solution of {5-(tert-butyldimethylsilyloxy)-2-[6-(tert-butyldimethylsilyloxy)-1,2,3,4-tetrahydronaphthalen-2-yl]phenyl}[3-fluoro-4-(2-piperi... Starting materials: O (water), methanolic solution, C[O-].[Na+] (sodium methoxide), ClC1=CC=C(C(=N1)NC)[N+](=O)[O-] (6-chloro-2-methylamino-3-nitropyridine). The solvent is CO (methanol). Conditions: time 3 hour. Product: COC1=CC=C(C(=N1)NC)[N+](=O)[O-] (6-Methoxy-2-methylamino-3-nitropyridine). RXN SMILES: [CH3:1][O-:2].[Na+].Cl[C:5]1[N:10]=[C:9]([NH:11][CH3:12])[C:8]([N+:13]([O-:15])=[O:14])=[CH:7][CH:6]=1.O>CO>[CH3:1][O:2][C:5]1[N:10]=[C:9]([NH:11][CH3:12])[C:8]([N+:13]([O-:15])=[O:14])=[CH:7][CH:6]=1 |f:0.1|. Reported procedure: 19 ml of a 28% methanolic solution of sodium methoxide were added dropwise to a solution of 6.00 g of 6-chloro-2-methylamino-3-nitropyridine (prepared as described in Preparation 66) in 120 ml of methanol at room temperature, and the resulting mixture was stirred at room temperature for 3 hours. At the end of this time, the reaction mixture was poured into water, after which it was extracted with ethyl acetate. The extract was washed with an aqueous solution of sodium chloride and dried over anh... The reactants are C(C)(C)C1=C(C=CC=C1)O (2-isopropylphenol), N(=NC(=O)OCC)C(=O)OCC (Diethyl azodicarboxylate), C1(=CC=CC=C1)P(C1=CC=CC=C1)C1=CC=CC=C1 (triphenylphosphine), OCCC1=C2CC(NC2=CC=C1)=O (4-(2-hydroxy-ethyl)-1,3-dihydro-indol-2-one). Solvent: O1CCCC1 (tetrahydrofuran). Run at time 15 minute. Yields the product C(C)(C)C1=C(OCCC2=C3CC(NC3=CC=C2)=O)C=CC=C1 (4-[2-(2-isopropyl-phenoxy)-ethyl]-1,3-dihydro-indol-2-one). Yield: 8.8%. Reaction SMILES: N(C(OCC)=O)=NC(OCC)=O.C1(P(C2C=CC=CC=2)C2C=CC=CC=2)C=CC=CC=1.[OH:32][CH2:33][CH2:34][C:35]1[CH:43]=[CH:42][CH:41]=[C:40]2[C:36]=1[CH2:37][C:38](=[O:44])[NH:39]2.[CH:45]([C:48]1[CH:53]=[CH:52][CH:51]=[CH:50][C:49]=1O)([CH3:47])[CH3:46]>O1CCCC1>[CH:45]([C:48]1[CH:53]=[CH:52][CH:51]=[CH:50][C:49]=1[O:32][CH2:33][CH2:34][C:35]1[CH:43]=[CH:42][CH:41]=[C:40]2[C:36]=1[CH2:37][C:38](=[O:44])[NH:39]2)([CH3:47])[CH3:46]. Procedure: Diethyl azodicarboxylate (1.58 mL, 10 mmol) was added to a solution of triphenylphosphine (2.62 g, 10 mmol) in tetrahydrofuran (20 mL) under nitrogen atmosphere. The mixture was stirred for 15 minutes. To it was then added 4-(2-hydroxy-ethyl)-1,3-dihydro-indol-2-one (1.77 g, 10 mmol) followed by 2-isopropylphenol (1.36 mL, 10 mmol). The mixture was stirred at room temperature for 18 hours and the solvent was evaporated. The residue was chromatographed on silica gel eluting with ethyl acetate: he... The reactants are [Li]CCCC, CCCCCC, COC(=O)c1cccc(C=O)c1, [Cl-], Fc1ccc2sc(C[P+](c3ccccc3)(c3ccccc3)c3ccccc3)nc2c1, C1CCOC1. Yields the product COC(=O)c1cccc(C=Cc2nc3cc(F)ccc3s2)c1. Reaction SMILES: [CH2:32]([Li:33])[CH2:34][CH2:35][CH3:36].[CH3:49][CH2:50][CH2:51][CH2:52][CH2:53][CH3:54].[CH:37](=[O:38])[c:39]1[cH:40][c:41]([C:42](=[O:43])[O:44][CH3:45])[cH:46][cH:47][cH:48]1.[Cl-:1].[F:2][c:3]1[cH:4][cH:5][c:6]2[c:7]([n:8][c:9]([CH2:11][P+:12]([c:13]3[cH:14][cH:15][cH:16][cH:17][cH:18]3)([c:19]3[cH:20][cH:21][cH:22][cH:23][cH:24]3)[c:25]3[cH:26][cH:27][cH:28][cH:29][cH:30]3)[s:10]2)[cH:31]1.[O:55]1[CH2:56][CH2:57][CH2:58][CH2:59]1>>[F:2][c:3]1[cH:4][cH:5][c:6]2[c:7]([n:8][c:9]([CH:11]=[CH:37][c:39]3[cH:40][c:41]([C:42](=[O:43])[O:44][CH3:45])[cH:46][cH:47][cH:48]3)[s:10]2)[cH:31]1. Starting materials: N1N=CC2=CC(=CC=C12)NC=1C2=C(N=CN1)NC(=C2)I ((1H-indazol-5-yl)-(6-iodo-7H-pyrrolo[2,3-d]pyrimidin-4-yl)-amine), COCCN1C(C=C(C=C1)B(O)O)=O (1-(2-methoxy-ethyl)-2-oxo-1,2-dihydro-pyridine-4-boronic acid), C([O-])([O-])=O.[K+].[K+] (potassium carbonate). Reagents/catalysts: Cl[Pd]([P](C1=CC=CC=C1)(C2=CC=CC=C2)C3=CC=CC=C3)([P](C4=CC=CC=C4)(C5=CC=CC=C5)C6=CC=CC=C6)Cl (PdCl2(PPh3)2). The solvent is O1CCOCC1 (dioxane). Reaction conditions: temperature 100 celsius. Product: N1N=CC2=CC(=CC=C12)NC=1C2=C(N=CN1)NC(=C2)C2=CC(N(C=C2)CCOC)=O (4-[4-(1H-Indazol-5ylamino)-7H-pyrrolo[2,3-d]-pyrimidin-6-yl]-1-(2-methoxyethyl)-1H-pyridin-2-one). Reaction SMILES: [NH:1]1[C:9]2[C:4](=[CH:5][C:6]([NH:10][C:11]3[C:12]4[CH:19]=[C:18](I)[NH:17][C:13]=4[N:14]=[CH:15][N:16]=3)=[CH:7][CH:8]=2)[CH:3]=[N:2]1.[CH3:21][O:22][CH2:23][CH2:24][N:25]1[CH:30]=[CH:29][C:28](B(O)O)=[CH:27][C:26]1=[O:34].C(=O)([O-])[O-].[K+].[K+]>O1CCOCC1.Cl[Pd](Cl)([P](C1C=CC=CC=1)(C1C=CC=CC=1)C1C=CC=CC=1)[P](C1C=CC=CC=1)(C1C=CC=CC=1)C1C=CC=CC=1>[NH:1]1[C:9]2[C:4](=[CH:5][C:6]([NH:10][C:11]3[C:12]4[CH:19]=[C:18]([C:28]5[CH:29]=[CH:30][N:25]([CH2:24][CH2:23][O:22][CH3:21])[C:26](=[O:34])[CH:27]=5)[NH:17][C:13]=4[N:14]=[CH:15][N:16]=3)=[CH:7][CH:8]=2)[CH:3]=[N:2]1 |f:2.3.4,^1:49,68|. Procedure: A mixture of (1H-indazol-5-yl)-(6-iodo-7H-pyrrolo[2,3-d]pyrimidin-4-yl)-amine (0.076 g), 1-(2-methoxy-ethyl)-2-oxo-1,2-dihydro-pyridine-4-boronic acid (36 mg), PdCl2(PPh3)2 (7 mg) end potassium carbonate (76 mg) in dioxane/wawr (4:1) (5 mL) was heated to 100° C. for 48 h. Purification via chromatograpby afforded tJm title compound as a pale yellow solid. δH 3.30 (3H, s), 3.62 (2H, t), 4.18 (2H, t), 5.99 (1H, dd), 6.89 (1H, d), (7.27 (1H, s), 7.57 (2H, d), 7.69 (2H, m), 8.09 (1H, s), 8.16 (1H, s)... Reactants: CC(C)C(=O)Cl, C[Si](C)(C)CCOCn1ccc2nc(-c3cccnc3NC3CCNC3)cnc21. Yields the product CC(C)C(=O)N1CCC(Nc2ncccc2-c2cnc3c(ccn3COCC[Si](C)(C)C)n2)C1. Reaction SMILES: [C:30]([CH:31]([CH3:32])[CH3:33])(=[O:34])[Cl:35].[NH:1]1[CH2:2][CH:3]([NH:6][c:7]2[n:8][cH:9][cH:10][cH:11][c:12]2-[c:13]2[n:14][c:15]3[c:16]([n:17][cH:18]2)[n:19]([CH2:22][O:23][CH2:24][CH2:25][Si:26]([CH3:27])([CH3:28])[CH3:29])[cH:20][cH:21]3)[CH2:4][CH2:5]1>>[N:1]1([C:30]([CH:31]([CH3:32])[CH3:33])=[O:34])[CH2:2][CH:3]([NH:6][c:7]2[n:8][cH:9][cH:10][cH:11][c:12]2-[c:13]2[n:14][c:15]3[c:16]([n:17][cH:18]2)[n:19]([CH2:22][O:23][CH2:24][CH2:25][Si:26]([CH3:27])([CH3:28])[CH3:29])[cH:20][cH:21]3)[CH2:4][CH2:5]1.